From a dataset of the Open Reaction Database (ORD), a public repository of structured organic reaction records. describe an organic reaction: reactants, conditions, products, and yield Starting materials: CCOC(=O)c1nc(C)n2c1CN=C(c1ccccc1F)c1cc(C#N)ccc1-2, CCO, CN(C)P(=O)(N(C)C)N(C)C, [K+], [NH4+], [OH-], [OH-], O. Product: Cc1ncc2n1-c1ccc(C#N)cc1C(c1ccccc1F)=NC2. RXN SMILES: [C:1](#[N:2])[c:3]1[cH:4][cH:5][c:6]2[c:7]([cH:29]1)[C:8]([c:22]1[c:23]([F:28])[cH:24][cH:25][cH:26][cH:27]1)=[N:9][CH2:10][c:11]1[n:12]-2[c:13]([CH3:21])[n:14][c:15]1[C:16]([O:17][CH2:18][CH3:19])=[O:20].[CH3:30][CH2:31][OH:32].[CH3:38][N:39]([P:40]([N:41]([CH3:42])[CH3:43])([N:44]([CH3:45])[CH3:46])=[O:47])[CH3:48].[K+:34].[NH4+:35].[OH-:33].[OH-:36].[OH2:37]>>[C:1](#[N:2])[c:3]1[cH:4][cH:5][c:6]2[c:7]([cH:29]1)[C:8]([c:22]1[c:23]([F:28])[cH:24][cH:25][cH:26][cH:27]1)=[N:9][CH2:10][c:11]1[n:12]-2[c:13]([CH3:21])[n:14][cH:15]1. Reactants: C=O (paraformaldehyde), C1=CC=CC=2C3=CC=CC=C3C(C12)COC(=O)N[C@@H](CC(C)C)C(=O)O (N-[(9H-fluoren-9-ylmethoxy)carbonyl]-L-leucine), FC(C(=O)O)(F)F (trifluoroacetic acid), C(C)[SiH](CC)CC (triethylsilane). The reagents and catalysts are C1(=CC=C(C=C1)S(=O)(=O)O)C (4-toluenesulfonic acid). The solvent is C1(=CC=CC=C1)C (toluene). Run at time 22 hour. Product: CN[C@@H](CC(C)C)C(=O)O (methyl-L-leucine). The yield is 117.1%. As a reaction SMILES: C1C2C(CO[C:16]([NH:18][C@H:19]([C:24]([OH:26])=[O:25])[CH2:20][CH:21]([CH3:23])[CH3:22])=O)C3C(=CC=CC=3)C=2C=CC=1.C=O.FC(F)(F)C(O)=O.C([SiH](CC)CC)C>C1(C)C=CC=CC=1.C1(C)C=CC(S(O)(=O)=O)=CC=1>[CH3:16][NH:18][C@H:19]([C:24]([OH:26])=[O:25])[CH2:20][CH:21]([CH3:23])[CH3:22]. Procedure: A suspension of N-[(9H-fluoren-9-ylmethoxy)carbonyl]-L-leucine (1.67 g, 5 mmol) in toluene(100 ml) was charged with paraformaldehyde (1 g, 33.3 mmol) and 4-toluenesulfonic acid (100 mg, catalytic). The mixture was refluxed for 30 minutes in a Dean Stark apparatus for azeotropic distillation. The solution was washed with a saturated solution of sodium bicarbonate (×2), dried over magnesium sulfate and evaporated. The resulting oil in a 1:1 mixture of chloroform:trifluoroacetic acid (50 ml), at ro...